This data is from the Open Reaction Database (ORD), a public repository of structured organic reaction records. The task is: describe an organic reaction: reactants, conditions, products, and yield Starting materials: C(C)(C)(C)OC(=O)N1CC2=CC(=CC=C2CC1C(=O)O)Cl (2-(tert-butoxycarbonyl)-7-chloro-1,2,3,4-tetrahydroisoquinoline-3-carboxylic acid), B (borane). Reported procedure: While under nitrogen, a flame-dried flask was charged with 2-(tert-butoxycarbonyl)-7-chloro-1,2,3,4-tetrahydroisoquinoline-3-carboxylic acid (400 mg, 1.28 mmol) and anhydrous THF (2.5 mL), cooled in an ice-saturated aqueous sodium chloride bath and carefully treated with a solution of borane in THF (1 M, 2.63 mL, 2.63 mmol). The resulting mixture was stirred at 0° C. for ˜1.5 h and then at room temperature overnight. The mixture was then cooled in an ice-water bath, quenched slowly by the dropwi... Conditions: temperature 0 celsius, time 1.5 hour. Run in C1CCOC1 (THF), C1CCOC1 (THF). Reaction SMILES: [C:1]([O:5][C:6]([N:8]1[CH:17]([C:18](O)=[O:19])[CH2:16][C:15]2[C:10](=[CH:11][C:12]([Cl:21])=[CH:13][CH:14]=2)[CH2:9]1)=[O:7])([CH3:4])([CH3:3])[CH3:2].B>C1COCC1>[Cl:21][C:12]1[CH:11]=[C:10]2[C:15]([CH2:16][CH:17]([CH2:18][OH:19])[N:8]([C:6]([O:5][C:1]([CH3:2])([CH3:3])[CH3:4])=[O:7])[CH2:9]2)=[CH:14][CH:13]=1. The yield is 76.6%. Product: ClC1=CC=C2CC(N(CC2=C1)C(=O)OC(C)(C)C)CO (tert-butyl 7-chloro-3-(hydroxymethyl)-3,4-dihydroisoquinoline-2(1H)-carboxylate). Reactants: [C-]#N, [C-]#N, CN(C)C=O, O=S(=O)(Nc1cccc(-c2nc(N3CCOCC3)sc2-c2ccnc(Cl)n2)c1F)c1cc(F)ccc1F, O, [Zn+2], c1ccc(P(c2ccccc2)(c2ccccc2)[Pd](P(c2ccccc2)(c2ccccc2)c2ccccc2)(P(c2ccccc2)(c2ccccc2)c2ccccc2)P(c2ccccc2)(c2ccccc2)c2ccccc2)cc1. The product is N#Cc1nccc(-c2sc(N3CCOCC3)nc2-c2cccc(NS(=O)(=O)c3cc(F)ccc3F)c2F)n1. RXN SMILES: [C-:44]#[N:45].[C-:47]#[N:48].[CH3:39][N:40]([CH3:41])[CH:42]=[O:43].[Cl:1][c:2]1[n:3][cH:4][cH:5][c:6](-[c:8]2[c:9](-[c:19]3[c:20]([F:37])[c:21]([NH:25][S:26](=[O:27])(=[O:28])[c:29]4[c:30]([F:36])[cH:31][cH:32][c:33]([F:35])[cH:34]4)[cH:22][cH:23][cH:24]3)[n:10][c:11]([N:13]3[CH2:14][CH2:15][O:16][CH2:17][CH2:18]3)[s:12]2)[n:7]1.[OH2:38].[Zn+2:46].[cH:49]1[cH:50][cH:51][c:52]([P:53]([Pd:54]([P:55]([c:56]2[cH:57][cH:58][cH:59][cH:60][cH:61]2)([c:62]2[cH:63][cH:64][cH:65][cH:66][cH:67]2)[c:68]2[cH:69][cH:70][cH:71][cH:72][cH:73]2)([P:74]([c:75]2[cH:76][cH:77][cH:78][cH:79][cH:80]2)([c:81]2[cH:82][cH:83][cH:84][cH:85][cH:86]2)[c:87]2[cH:88][cH:89][cH:90][cH:91][cH:92]2)[P:93]([c:94]2[cH:95][cH:96][cH:97][cH:98][cH:99]2)([c:100]2[cH:101][cH:102][cH:103][cH:104][cH:105]2)[c:106]2[cH:107][cH:108][cH:109][cH:110][cH:111]2)([c:112]2[cH:113][cH:114][cH:115][cH:116][cH:117]2)[c:118]2[cH:119][cH:120][cH:121][cH:122][cH:123]2)[cH:124][cH:125]1>>[c:2]1([C:39]#[N:40])[n:3][cH:4][cH:5][c:6](-[c:8]2[c:9](-[c:19]3[c:20]([F:37])[c:21]([NH:25][S:26](=[O:27])(=[O:28])[c:29]4[c:30]([F:36])[cH:31][cH:32][c:33]([F:35])[cH:34]4)[cH:22][cH:23][cH:24]3)[n:10][c:11]([N:13]3[CH2:14][CH2:15][O:16][CH2:17][CH2:18]3)[s:12]2)[n:7]1. Reactants: [Al+3], N#Cc1ccc(-c2nc(C(=O)Nc3nccs3)c(-c3ccc(Cl)cc3)[nH]2)cc1, [H-], [H-], [H-], [H-], [Li+]. The product is NCc1ccc(-c2nc(C(=O)Nc3nccs3)c(-c3ccc(Cl)cc3)[nH]2)cc1. As a reaction SMILES: [Al+3:30].[Cl:1][c:2]1[cH:3][cH:4][c:5](-[c:8]2[c:9]([C:21](=[O:22])[NH:23][c:24]3[s:25][cH:26][cH:27][n:28]3)[n:10][c:11](-[c:13]3[cH:14][cH:15][c:16]([C:19]#[N:20])[cH:17][cH:18]3)[nH:12]2)[cH:6][cH:7]1.[H-:29].[H-:32].[H-:33].[H-:34].[Li+:31]>>[Cl:1][c:2]1[cH:3][cH:4][c:5](-[c:8]2[c:9]([C:21](=[O:22])[NH:23][c:24]3[s:25][cH:26][cH:27][n:28]3)[n:10][c:11](-[c:13]3[cH:14][cH:15][c:16]([CH2:19][NH2:20])[cH:17][cH:18]3)[nH:12]2)[cH:6][cH:7]1. Starting materials: Cl (hydrochloric acid), C(Cl)(Cl)Cl (Chloroform), C1(CCCC1)OC1=CC(=C(C(=O)C2=CC(=C(OCC3=CSC4=C3C=CC=C4C(=O)OC)C=C2)CCC(=O)OC)C=C1)O (methyl 3-{[4-[4-(cyclopentyloxy)-2-hydroxybenzoyl]-2-(3-methoxy-3-oxopropyl)phenoxy]methyl}-1-benzothiophene-7-carboxylate), O (water), O (water). Solvent: CO (methanol), O1CCCC1 (tetrahydrofuran), aqueous solution, [OH-].[Na+] (sodium hydroxide). Conditions: time 30 minute. Product: C(=O)(O)CCC1=C(OCC2=CSC3=C2C=CC=C3C(=O)O)C=CC(=C1)C(C1=C(C=C(C=C1)OC1CCCC1)O)=O (3-({2-(2-carboxyethyl)-4-[4-(cyclopentyloxy)-2-hydroxybenzoyl]phenoxy}methyl)-1-benzothiophene-7-carboxilic acid). Isolated yield 91.3%. As a reaction SMILES: [CH:1]1([O:6][C:7]2[CH:41]=[CH:40][C:10]([C:11]([C:13]3[CH:33]=[CH:32][C:16]([O:17][CH2:18][C:19]4[C:23]5[CH:24]=[CH:25][CH:26]=[C:27]([C:28]([O:30]C)=[O:29])[C:22]=5[S:21][CH:20]=4)=[C:15]([CH2:34][CH2:35][C:36]([O:38]C)=[O:37])[CH:14]=3)=[O:12])=[C:9]([OH:42])[CH:8]=2)[CH2:5][CH2:4][CH2:3][CH2:2]1.O.Cl.C(Cl)(Cl)Cl>CO.O1CCCC1.[OH-].[Na+]>[C:36]([CH2:35][CH2:34][C:15]1[CH:14]=[C:13]([C:11](=[O:12])[C:10]2[CH:40]=[CH:41][C:7]([O:6][CH:1]3[CH2:5][CH2:4][CH2:3][CH2:2]3)=[CH:8][C:9]=2[OH:42])[CH:33]=[CH:32][C:16]=1[O:17][CH2:18][C:19]1[C:23]2[CH:24]=[CH:25][CH:26]=[C:27]([C:28]([OH:30])=[O:29])[C:22]=2[S:21][CH:20]=1)([OH:38])=[O:37] |f:6.7|. Procedure: 1.15 g of methyl 3-{[4-[4-(cyclopentyloxy)-2-hydroxybenzoyl]-2-(3-methoxy-3-oxopropyl)phenoxy]methyl}-1-benzothiophene-7-carboxylate was dissolved in a mixed solvent of 10 mL of methanol and 10 mL of tetrahydrofuran, to which 2 mL of a 5M aqueous solution of sodium hydroxide was added at room temperature, and then this mixture was stirred for 30 minutes at the same temperature, followed by addition thereto of 2 mL of water, and this mixture was stirred for another 30 minutes at temperatures of 5... Reactants: FC=1C(=C(C2=C(C(C=C(O2)C2=CC(=C(C=C2)NC(C(C)(C)C)=O)F)=O)C1NC(C(C)(C)C)=O)F)C(C)O (6,8-difluoro-2-(3-fluoro-4-pivaloylaminophenyl)-7-(1-hydroxyethyl)-5-pivaloylamino-4H-1-benzopyran-4-one). Reagents/catalysts: [O-2].[O-2].[Mn+4] (manganese dioxide). The solvent is C1(=CC=CC=C1)C (toluene). Yields the product C(C)(=O)C1=C(C2=C(C(C=C(O2)C2=CC(=C(C=C2)NC(C(C)(C)C)=O)F)=O)C(=C1F)NC(C(C)(C)C)=O)F (7-acetyl-6,8-difluoro-2-(3-fluoro-4-pivaloylaminophenyl)-5-pivaloylamino-4H-1-benzopyran-4-one). Yield: 87.1%. Reaction SMILES: [F:1][C:2]1[C:3]([CH:35]([OH:37])[CH3:36])=[C:4]([F:34])[C:5]2[O:10][C:9]([C:11]3[CH:16]=[CH:15][C:14]([NH:17][C:18](=[O:23])[C:19]([CH3:22])([CH3:21])[CH3:20])=[C:13]([F:24])[CH:12]=3)=[CH:8][C:7](=[O:25])[C:6]=2[C:26]=1[NH:27][C:28](=[O:33])[C:29]([CH3:32])([CH3:31])[CH3:30]>C1(C)C=CC=CC=1.[O-2].[O-2].[Mn+4]>[C:35]([C:3]1[C:2]([F:1])=[C:26]([NH:27][C:28](=[O:33])[C:29]([CH3:32])([CH3:31])[CH3:30])[C:6]2[C:7](=[O:25])[CH:8]=[C:9]([C:11]3[CH:16]=[CH:15][C:14]([NH:17][C:18](=[O:23])[C:19]([CH3:22])([CH3:21])[CH3:20])=[C:13]([F:24])[CH:12]=3)[O:10][C:5]=2[C:4]=1[F:34])(=[O:37])[CH3:36] |f:2.3.4|. Reported procedure: 206 mg (0.398 mmol) of 6,8-difluoro-2-(3-fluoro-4-pivaloylaminophenyl)-7-(1-hydroxyethyl)-5-pivaloylamino-4H-1-benzopyran-4-one obtained in Example 94 (1) was suspended in 20 mL of toluene, 348 mg (3.98 mmol) of manganese dioxide was added and the mixture was heated at reflux for 2 hours. The reaction solution was filtered, the solvent was distilled off under reduced pressure and the residue was purified by silica gel column chromatography (chloroform:acetonitrile=50:1) to give 179 mg of 7-acety... The reactants are C1(=CCCCC1)CCN (2-(1-cyclohexenyl)ethylamine), C(C)(C)(C)OC(=O)OC(=O)OC(C)(C)C (di-tert-butyldicarbonate). Solvent: O1CCOCC1 (1,4-dioxane). Run at time 3 hour. The product is CNCCC1=CCCCC1 (N-Methyl-2-(1-cyclohexenyl)ethylamine). Isolated yield 18.0%. RXN SMILES: [C:1]1([CH2:7][CH2:8][NH2:9])[CH2:6][CH2:5][CH2:4][CH2:3][CH:2]=1.[C:10](OC(OC(OC(C)(C)C)=O)=O)(C)(C)C>O1CCOCC1>[CH3:10][NH:9][CH2:8][CH2:7][C:1]1[CH2:6][CH2:5][CH2:4][CH2:3][CH:2]=1. Procedure: To a solution of 2-(1-cyclohexenyl)ethylamine (4.0 g) in 1,4-dioxane (40 mL) was added di-tert-butyldicarbonate (7.7 g). After gas evolution ceased (≈2 h) the reaction was concentrated. A portion of the residue (2 g) was dissolved in THF (10 mL) followed by addition of LiAlH4 (10 mL, 1M THF), which caused an exotherm. After 3 h, more LiAlH4 solution was added (4 mL), and the reaction was warmed to reflux. After 1 h, the reaction was cooled, and quenched cautiously with vigorous stirring by the a...